From a dataset of the Open Reaction Database (ORD), a public repository of structured organic reaction records. describe an organic reaction: reactants, conditions, products, and yield The reactants are C(C)(=O)OCC (ethyl acetate), FC=1C=C(C(=O)Cl)C=C(C1OCC#C)OC (3-fluoro-5-methoxy-4-(2-propynyloxy)benzoyl chloride), CC1C(CCCC1)N (2-methylcyclohexylamine). Run in C(C)N(CC)CC (triethylamine). Reaction conditions: time 2 hour. The product is CC1C(CCCC1)NC(C1=CC(=C(C(=C1)OC)OCC#C)F)=O (N-(2-methylcyclohexyl)-3-fluoro-5-methoxy-4-(2-propynyloxy)benzamide). Yield: 86.1%. Reaction SMILES: C(OCC)(=O)C.[F:7][C:8]1[CH:9]=[C:10]([CH:14]=[C:15]([O:21][CH3:22])[C:16]=1[O:17][CH2:18][C:19]#[CH:20])[C:11](Cl)=[O:12].[CH3:23][CH:24]1[CH2:29][CH2:28][CH2:27][CH2:26][CH:25]1[NH2:30]>C(N(CC)CC)C>[CH3:23][CH:24]1[CH2:29][CH2:28][CH2:27][CH2:26][CH:25]1[NH:30][C:11](=[O:12])[C:10]1[CH:14]=[C:15]([O:21][CH3:22])[C:16]([O:17][CH2:18][C:19]#[CH:20])=[C:8]([F:7])[CH:9]=1. Procedure: To a mixture of 5 ml of ethyl acetate and 0.30 g of 3-fluoro-5-methoxy-4-(2-propynyloxy)benzoyl chloride were added 0.15 g of 2-methylcyclohexylamine and 0.40 g of triethylamine in order at room temperature. The mixture obtained was stirred at room temperature for 2 hours. Then, the reaction product was subjected to silica gel column chromatography to obtain 0.34 g of N-(2-methylcyclohexyl)-3-fluoro-5-methoxy-4-(2-propynyloxy)benzamide (hereinafter, described as the compound 48 of the present in... The reactants are C(N)(=O)C=1N(C=C(N1)C(=O)O)COCC[Si](C)(C)C (2-carbamoyl-1-((2-(trimethylsilyl)ethoxy)methyl)-1H-imidazole-4-carboxylic acid), N[C@H](CN1N=C(C=C1)C1=CC(=C(C#N)C(=C1)F)Cl)C ((S)-4-(1-(2-aminopropyl)-1H-pyrazol-3-yl)-2-chloro-6-fluorobenzonitrile). Product: ClC=1C=C(C=C(C1C#N)F)C1=NN(C=C1)C[C@H](C)NC(=O)C=1N=C(N(C1)COCC[Si](C)(C)C)C(=O)N ((S)—N4-(1-(3-(3-Chloro-4-cyano-5-fluorophenyl)-1H-pyrazol-1-yl)propan-2-yl)-1-((2-(trimethylsilyl)ethoxy)methyl)-1H-imidazole-2,4-dicarboxamide). RXN SMILES: [C:1]([C:4]1[N:5]([CH2:12][O:13][CH2:14][CH2:15][Si:16]([CH3:19])([CH3:18])[CH3:17])[CH:6]=[C:7]([C:9]([OH:11])=O)[N:8]=1)(=[O:3])[NH2:2].[NH2:20][C@@H:21]([CH3:38])[CH2:22][N:23]1[CH:27]=[CH:26][C:25]([C:28]2[CH:35]=[C:34]([F:36])[C:31]([C:32]#[N:33])=[C:30]([Cl:37])[CH:29]=2)=[N:24]1>>[Cl:37][C:30]1[CH:29]=[C:28]([C:25]2[CH:26]=[CH:27][N:23]([CH2:22][C@@H:21]([NH:20][C:9]([C:7]3[N:8]=[C:4]([C:1]([NH2:2])=[O:3])[N:5]([CH2:12][O:13][CH2:14][CH2:15][Si:16]([CH3:19])([CH3:18])[CH3:17])[CH:6]=3)=[O:11])[CH3:38])[N:24]=2)[CH:35]=[C:34]([F:36])[C:31]=1[C:32]#[N:33]. Reported procedure: The title compound was prepared using the procedure described in Example 32(e) starting from 2-carbamoyl-1-((2-(trimethylsilyl)ethoxy)methyl)-1H-imidazole-4-carboxylic acid (500 mg, 1.7 mmol) and (S)-4-(1-(2-aminopropyl)-1H-pyrazol-3-yl)-2-chloro-6-fluorobenzonitrile (472 mg, 1.7 mmol). The product was purified with flash-chromatography. Yield 420 mg. LC-MS: [M+1]=546.19. The reactants are CCOC(C)=O, O=[N+]([O-])c1cccc2c(Cl)nccc12, O, O, Cl[Sn]Cl. Product: Nc1cccc2c(Cl)nccc12. Reaction SMILES: [CH3:20][CH2:21][O:22][C:23](=[O:24])[CH3:25].[Cl:1][c:2]1[n:3][cH:4][cH:5][c:6]2[c:7]([N+:12]([O-:13])=[O:14])[cH:8][cH:9][cH:10][c:11]12.[OH2:15].[OH2:16].[Sn:17]([Cl:18])[Cl:19]>>[Cl:1][c:2]1[n:3][cH:4][cH:5][c:6]2[c:7]([NH2:12])[cH:8][cH:9][cH:10][c:11]12. Starting materials: OC1=C(C(=CC2=C1[C@@]1(C(C3=CC=4C(C(=CC(C4C(=C3C([C@@]1([C@@H](C2)O)OC)=O)O)=O)N[C@H]2O[C@H]([C@@H]([C@H]([C@H]2OC)O)OC)C)=O)=O)O)C)C(=O)OC ((6R,6aS,14aR)-methyl 1,6,8,14a-tetrahydroxy-11-((2S,3R,4R,5R,6S)-4-hydroxy-3,5-dimethoxy-6-methyltetrahydro-2H-pyran-2-ylamino)-6a-methoxy-3-methyl-7,9,12,14-tetraoxo-5,6,6a,7,9,12,14,14a-octahydrobenzo[a]tetracene-2-carboxylate), FC1=CC=C(C=C1)[Mg]Br (4-fluorophenylmagnesium bromide). The solvent is C1CCOC1 (THF). Conditions: time 30 minute. Yields the product FC1=CC=C(C=C1)C1(C(=CC(C=2C(=C3C([C@@]4([C@@H](CC5=C([C@@]4(C(C3=CC12)=O)O)C(=C(C(=C5)C)C(=O)OC)O)O)OC)=O)O)=O)N[C@H]5O[C@H]([C@@H]([C@H]([C@H]5OC)O)OC)C)O ((6R,6aS,14aR)-methyl 12-(4-fluorophenyl)-1,6,8,12,14a-pentahydroxy-11-((2S,3R,4R,5R,6S)-4-hydroxy-3,5-dimethoxy-6-methyltetrahydro-2H-pyran-2-ylamino)-6a-methoxy-3-methyl-7,9,14-trioxo-5,6,6a,7,9,12,14,14a-octahydrobenzo[a]tetracene-2-carboxylate). RXN SMILES: [OH:1][C:2]1[C:7]2[C@@:8]3([OH:45])[C@@:21]([O:25][CH3:26])([C@H:22]([OH:24])[CH2:23][C:6]=2[CH:5]=[C:4]([CH3:46])[C:3]=1[C:47]([O:49][CH3:50])=[O:48])[C:20](=[O:27])[C:19]1[C:10](=[CH:11][C:12]2[C:13](=[O:43])[C:14]([NH:30][C@@H:31]4[C@H:36]([O:37][CH3:38])[C@H:35]([OH:39])[C@@H:34]([O:40][CH3:41])[C@H:33]([CH3:42])[O:32]4)=[CH:15][C:16](=[O:29])[C:17]=2[C:18]=1[OH:28])[C:9]3=[O:44].[F:51][C:52]1[CH:57]=[CH:56][C:55]([Mg]Br)=[CH:54][CH:53]=1>C1COCC1>[F:51][C:52]1[CH:57]=[CH:56][C:55]([C:13]2([OH:43])[C:12]3[CH:11]=[C:10]4[C:19]([C:20](=[O:27])[C@@:21]5([O:25][CH3:26])[C@@:8]([OH:45])([C:9]4=[O:44])[C:7]4[C:2]([OH:1])=[C:3]([C:47]([O:49][CH3:50])=[O:48])[C:4]([CH3:46])=[CH:5][C:6]=4[CH2:23][C@H:22]5[OH:24])=[C:18]([OH:28])[C:17]=3[C:16](=[O:29])[CH:15]=[C:14]2[NH:30][C@@H:31]2[C@H:36]([O:37][CH3:38])[C@H:35]([OH:39])[C@@H:34]([O:40][CH3:41])[C@H:33]([CH3:42])[O:32]2)=[CH:54][CH:53]=1. Procedure: To a solution of (6R,6aS,14aR)-methyl 1,6,8,14a-tetrahydroxy-11-((2S,3R,4R,5R,6S)-4-hydroxy-3,5-dimethoxy-6-methyltetrahydro-2H-pyran-2-ylamino)-6a-methoxy-3-methyl-7,9,12,14-tetraoxo-5,6,6a,7,9,12,14,14a-octahydrobenzo[a]tetracene-2-carboxylate (200 mg, 0.28 mmol) in THF (5 mL) was added 4-fluorophenylmagnesium bromide (4.30 mL, 1.0 M solution in THF, 4.30 mmol) at −30° C. The mixture was stirred under nitrogen for 30 min. The reaction mixture was quenched with water (0.30 mL), the reaction was...